Dataset: the Open Reaction Database (ORD), a public repository of structured organic reaction records. Task: describe an organic reaction: reactants, conditions, products, and yield Starting materials: CCCCc1nn(C(CC)c2ccccc2)c(=O)n1Cc1ccc(-c2ccccc2-c2nnnn2C(c2ccccc2)(c2ccccc2)c2ccccc2)cc1, CC(=O)O. Product: CCCCc1nn(C(CC)c2ccccc2)c(=O)n1Cc1ccc(-c2ccccc2-c2nnn[nH]2)cc1. As a reaction SMILES: [CH2:1]([CH2:2][CH2:3][CH3:4])[c:5]1[n:6]([CH2:20][c:21]2[cH:22][cH:23][c:24](-[c:27]3[c:28](-[c:33]4[n:34][n:35][n:36][n:37]4[C:38]([c:39]4[cH:40][cH:41][cH:42][cH:43][cH:44]4)([c:45]4[cH:46][cH:47][cH:48][cH:49][cH:50]4)[c:51]4[cH:52][cH:53][cH:54][cH:55][cH:56]4)[cH:29][cH:30][cH:31][cH:32]3)[cH:25][cH:26]2)[c:7](=[O:19])[n:8]([CH:10]([CH2:11][CH3:12])[c:13]2[cH:14][cH:15][cH:16][cH:17][cH:18]2)[n:9]1.[CH3:57][C:58](=[O:59])[OH:60]>>[CH2:1]([CH2:2][CH2:3][CH3:4])[c:5]1[n:6]([CH2:20][c:21]2[cH:22][cH:23][c:24](-[c:27]3[c:28](-[c:33]4[n:34][n:35][n:36][nH:37]4)[cH:29][cH:30][cH:31][cH:32]3)[cH:25][cH:26]2)[c:7](=[O:19])[n:8]([CH:10]([CH2:11][CH3:12])[c:13]2[cH:14][cH:15][cH:16][cH:17][cH:18]2)[n:9]1. The reactants are [OH-].[Na+] (sodium hydroxide), Cl.Cl.C(C#C)OCCN1CCNCC1 (1-(2-(2-propynyloxy)ethyl)piperazine dihydrochloride). Yields the product C(C#C)OCCN1CCNCC1 (1-(2-(2-propynyloxy)ethyl)piperazine). The yield is 37.4%. RXN SMILES: [OH-].[Na+].Cl.Cl.[CH2:5]([O:8][CH2:9][CH2:10][N:11]1[CH2:16][CH2:15][NH:14][CH2:13][CH2:12]1)[C:6]#[CH:7]>>[CH2:5]([O:8][CH2:9][CH2:10][N:11]1[CH2:12][CH2:13][NH:14][CH2:15][CH2:16]1)[C:6]#[CH:7] |f:0.1,2.3.4|. Procedure details: To an aqueous solution of 11.83 g of 1-(2-(2-propynyloxy)ethyl)piperazine dihydrochloride (water: 10 mL) was added aqueous sodium hydroxide solution, and the mixture was extracted with ethyl acetate. The organic layer was dried over anhydrous magnesium sulfate and evaporated to give 3.09 g of the title compound. Reactants: [H][H] (hydrogen), NC1=C(C#N)C=C(C=C1)C(F)(F)F (2-amino-5-(trifluoromethyl)benzonitrile), C(C)(=O)OCC.CCCCCC (ethyl acetate hexane). The reagents and catalysts are [Ni] (Raney nickel). The solvent is C(C)O (ethanol), [OH-].[NH4+] (ammonium hydroxide). Product: NCC1=C(C=CC(=C1)C(F)(F)F)N ([2-(aminomethyl)-4-(trifluoromethyl)phenyl]amine). Reaction SMILES: [NH2:1][C:2]1[CH:9]=[CH:8][C:7]([C:10]([F:13])([F:12])[F:11])=[CH:6][C:3]=1[C:4]#[N:5].[H][H].C(OCC)(=O)C.CCCCCC>C(O)C.[OH-].[NH4+].[Ni]>[NH2:5][CH2:4][C:3]1[CH:6]=[C:7]([C:10]([F:12])([F:13])[F:11])[CH:8]=[CH:9][C:2]=1[NH2:1] |f:2.3,5.6|. Procedure details: In a rocker shaker was charged 37 g (0.2 mol) of 2-amino-5-(trifluoromethyl)benzonitrile in 500 mL of ethanol and 76 mL of ammonium hydroxide. The contents were degassed/blanketed with nitrogen, 25 g of Raney nickel were added, then the shaker was pressurized with 40 psi hydrogen gas. At 15 hours TLC analysis (20/80 ethyl acetate/hexane) revealed no starting material. The contents were filtered through Celite and washed with ether and concentrated to 37 g black oil. The oil was chromatographed o... Reactants: OC=1C(=C2CCC(OC2=C(C1C)C)(C)COC1=CC=C(CC2C(N(C(S2)=O)CC(=O)OC(C)(C)C)=O)C=C1)C (t-butyl α-{5-[4-(6-hydroxy-2,5,7,8-tetramethylchroman-2-ylmethoxy)benzyl ]-2,4-dioxothiazolidin-3-yl}acetate), Cl (hydrogen chloride). The solvent is O1CCOCC1 (dioxane). Reaction conditions: time 8 hour. Yields the product OC=1C(=C2CCC(OC2=C(C1C)C)(C)COC1=CC=C(CC2C(N(C(S2)=O)CC(=O)O)=O)C=C1)C (α-{5-[4-(6-Hydroxy-2,5,7,8-tetramethylchroman-2-yl-methoxy)benzyl]-2,4-dioxothiazolidin -3yl}acetic acid). Reaction SMILES: [OH:1][C:2]1[C:3]([CH3:39])=[C:4]2[C:9](=[C:10]([CH3:13])[C:11]=1[CH3:12])[O:8][C:7]([CH2:15][O:16][C:17]1[CH:38]=[CH:37][C:20]([CH2:21][CH:22]3[S:26][C:25](=[O:27])[N:24]([CH2:28][C:29]([O:31]C(C)(C)C)=[O:30])[C:23]3=[O:36])=[CH:19][CH:18]=1)([CH3:14])[CH2:6][CH2:5]2.Cl>O1CCOCC1>[OH:1][C:2]1[C:3]([CH3:39])=[C:4]2[C:9](=[C:10]([CH3:13])[C:11]=1[CH3:12])[O:8][C:7]([CH2:15][O:16][C:17]1[CH:38]=[CH:37][C:20]([CH2:21][CH:22]3[S:26][C:25](=[O:27])[N:24]([CH2:28][C:29]([OH:31])=[O:30])[C:23]3=[O:36])=[CH:19][CH:18]=1)([CH3:14])[CH2:6][CH2:5]2. Procedure details: A mixture of 1.0 g of t-butyl α-{5-[4-(6-hydroxy-2,5,7,8-tetramethylchroman-2-ylmethoxy)benzyl ]-2,4-dioxothiazolidin-3-yl}acetate (prepared as described in Example 46) and 10 ml of a 4N dioxane solution of hydrogen chloride was allowed to stand at room temperature overnight. At the end of this time, the solvent was distilled off and the residue was washed with water to give the title compound as a pale yellow powder, softening at 85°-90° C. Product: O=C(O)c1ccc2sc(C(=O)NOC(c3ccccc3)(c3ccccc3)c3ccccc3)cc2c1. The reactants are C1CCOC1, COC(=O)c1ccc2sc(C(=O)NOC(c3ccccc3)(c3ccccc3)c3ccccc3)cc2c1, [Na+], [OH-]. As a reaction SMILES: [CH2:37]1[O:38][CH2:39][CH2:40][CH2:41]1.[CH3:1][O:2][C:3](=[O:4])[c:5]1[cH:6][c:7]2[c:8]([s:9][c:10]([C:12]([NH:13][O:14][C:15]([c:16]3[cH:17][cH:18][cH:19][cH:20][cH:21]3)([c:22]3[cH:23][cH:24][cH:25][cH:26][cH:27]3)[c:28]3[cH:29][cH:30][cH:31][cH:32][cH:33]3)=[O:34])[cH:11]2)[cH:35][cH:36]1.[Na+:43].[OH-:42]>>[O:2]=[C:3]([OH:4])[c:5]1[cH:6][c:7]2[c:8]([s:9][c:10]([C:12]([NH:13][O:14][C:15]([c:16]3[cH:17][cH:18][cH:19][cH:20][cH:21]3)([c:22]3[cH:23][cH:24][cH:25][cH:26][cH:27]3)[c:28]3[cH:29][cH:30][cH:31][cH:32][cH:33]3)=[O:34])[cH:11]2)[cH:35][cH:36]1. The reactants are O (water), CC=1C=C(C2=C(CC(O2)CO)C1)[N+](=O)[O-] ((5-methyl-7-nitro-2,3-dihydrobenzofuran-2-yl)methanol), CI (MeI), [H-].[Na+] (NaH). Solvent: C1CCOC1 (THF). Conditions: temperature 0 celsius, time 15 minute. Yields the product COCC1OC2=C(C1)C=C(C=C2[N+](=O)[O-])C (2-(methoxymethyl)-5-methyl-7-nitro-2,3-dihydrobenzofuran). RXN SMILES: [CH3:1][C:2]1[CH:3]=[C:4]([N+:13]([O-:15])=[O:14])[C:5]2[O:9][CH:8]([CH2:10][OH:11])[CH2:7][C:6]=2[CH:12]=1.[H-].[Na+].[CH3:18]I.O>C1COCC1>[CH3:18][O:11][CH2:10][CH:8]1[CH2:7][C:6]2[CH:12]=[C:2]([CH3:1])[CH:3]=[C:4]([N+:13]([O-:15])=[O:14])[C:5]=2[O:9]1 |f:1.2|. Procedure details: A mixture of (5-methyl-7-nitro-2,3-dihydrobenzofuran-2-yl)methanol (0.70 g, 3.3 mmol) in THF was cooled to 0° C. NaH was added to the mixture at 0° C. It was stirred for 15 min at 0° C. MeI was added dropwise to the mixture at 0° C. It was stirred for 0.5 h at 0° C. The mixture was poured into water (20 mL), extracted with EtOAc (40 mL), washed with water, brine, dried and concentrated to give the title compound (8a) as a yellow oil. MS-ESI (m/z): 224 (M+1)+. Starting materials: C1(=CC=CC=C1)SC1=C(C#N)C=C(C=C1)C(F)(F)F (2-(phenylthio)-5-trifluoromethyl-benzonitrile), [OH-].[Na+] (sodium hydroxide), C(C)O (ethanol). The solvent is O (water). Reaction conditions: temperature 0 celsius. Yields the product C1(=CC=CC=C1)SC1=C(C(=O)O)C=C(C=C1)C(F)(F)F (2-(phenylthio)-5-trifluoromethyl-benzoic acid). As a reaction SMILES: [C:1]1([S:7][C:8]2C=[CH:14][C:13]([C:16]([F:19])([F:18])[F:17])=[CH:12][C:9]=2C#N)[CH:6]=[CH:5][CH:4]=[CH:3][CH:2]=1.[OH-:20].[Na+].[CH2:22]([OH:24])[CH3:23]>O>[C:1]1([S:7][C:8]2[CH:9]=[CH:12][C:13]([C:16]([F:19])([F:18])[F:17])=[CH:14][C:23]=2[C:22]([OH:20])=[O:24])[CH:6]=[CH:5][CH:4]=[CH:3][CH:2]=1 |f:1.2|. Reported procedure: 6 g of 2-(phenylthio)-5-trifluoromethyl-benzonitrile, 40 ml of 15% aqueous sodium hydroxide solution and 12 ml of ethanol are heated under reflux for 12 hours and then cooled. After the addition of 100 ml of water, the mixture is extracted with 80 ml of benzene. The aqueous phase is cooled to 0° C and acidified with concentrated hydrochloric acid. The precipitate which separates out is extracted with methylene chloride. The organic phase is washed with water until neutral, dried over sodium sulp...